This data is from the Open Reaction Database (ORD), a public repository of structured organic reaction records. The task is: describe an organic reaction: reactants, conditions, products, and yield The reactants are CN1CCC=2C=CC=C3C2[C@H]1CC4=C3C(=C(C=C4)O)O (apomorphine), C(C(O)CC(=O)O)(=O)O (Malic acid), O (Water). Yields the product CN1CCC=2C=CC=C3C2[C@H]1CC4=C3C(=C(C=C4)O)O.C(C(O)CC(=O)[O-])(=O)[O-] (Apomorphine malate), CN1CCC=2C=CC=C3C2[C@H]1CC4=C3C(=C(C=C4)O)O (apomorphine). RXN SMILES: [CH3:1][N:2]1[C@@H:11]2[CH2:12][C:13]3[CH:18]=[CH:17][C:16]([OH:19])=[C:15]([OH:20])[C:14]=3[C:9]3[C:10]2=[C:5]([CH:6]=[CH:7][CH:8]=3)[CH2:4][CH2:3]1.O.[C:22]([OH:30])(=[O:29])[CH:23]([CH2:25][C:26]([OH:28])=[O:27])[OH:24]>>[CH3:1][N:2]1[C@@H:11]2[CH2:12][C:13]3[CH:18]=[CH:17][C:16]([OH:19])=[C:15]([OH:20])[C:14]=3[C:9]3[C:10]2=[C:5]([CH:6]=[CH:7][CH:8]=3)[CH2:4][CH2:3]1.[C:22]([O-:30])(=[O:29])[CH:23]([CH2:25][C:26]([O-:28])=[O:27])[OH:24].[CH3:1][N:2]1[C@@H:11]2[CH2:12][C:13]3[CH:18]=[CH:17][C:16]([OH:19])=[C:15]([OH:20])[C:14]=3[C:9]3[C:10]2=[C:5]([CH:6]=[CH:7][CH:8]=3)[CH2:4][CH2:3]1 |f:3.4|. Procedure: Apomorphine malate solution was prepared by dissolving apomorphine base in 0.1M Malic acid solution. Water was added to obtain solutions with a molar ratio of 1:1 apomorphine:malic acid, at a concentration of 2% apomorphine. The pH of each solution was 4.0. Table 5 shows the composition of each apomorphine organic salt solution. The reactants are C(Cl)Cl (methylene chloride), Cl (hydrogen chloride), O(C)C=1C=C2CCC(CC2=CC1)C(C(=O)OC)O (methyl 6-methoxy1-hydroxy-1,2,3,4-tetrahydro-2-naphthylacetate), C(C)N(C(C(Cl)F)(F)F)CC (1-diethylamino-1,1,2trifluoro-2-chloroethane). Solvent: O (water). Conditions: time 24 hour. Product: COC=1C=C2CCC(C(C2=CC1)F)CC(=O)OC (methyl 6-methoxy-1-fluoro-1,2,3,4-tetrahydro-2-naphthylacetate), COC=1C=C2C=CC(CC2=CC1)CC(=O)[O-] (6-methoxy-1,2-dihydro-2-naphthylacetate). Reaction SMILES: [O:1]([C:3]1[CH:4]=[C:5]2[C:10](=[CH:11][CH:12]=1)[CH2:9][CH:8]([CH:13](O)[C:14]([O:16][CH3:17])=[O:15])[CH2:7][CH2:6]2)[CH3:2].C(N(CC)C(F)(F)C([F:25])Cl)C.C(Cl)Cl.Cl>O>[CH3:2][O:1][C:3]1[CH:4]=[C:5]2[C:10](=[CH:11][CH:12]=1)[CH:9]([F:25])[CH:8]([CH2:13][C:14]([O:16][CH3:17])=[O:15])[CH2:7][CH2:6]2.[CH3:2][O:1][C:3]1[CH:4]=[C:5]2[C:10](=[CH:11][CH:12]=1)[CH2:9][CH:8]([CH2:13][C:14]([O-:16])=[O:15])[CH:7]=[CH:6]2. Procedure details: A mixture of 25 g. of methyl 6-methoxy1-hydroxy-1,2,3,4-tetrahydro-2-naphthylacetate, 38 g. of 1-diethylamino-1,1,2trifluoro-2-chloroethane and 150 ml. of methylene chloride are allowed to stand for 24 hours. The fluorination reaction mixture is added to 250 ml. of water containing 12 g. of hydrogen chloride; the resulting mixture is separated and the methylene chloride phase is washed with water, dried over sodium sulfate, and evaporated to yield methyl 6-methoxy-1-fluoro-1,2,3,4-tetrahydro-2-n... Starting materials: ClC=1C=NC=C(C1SC1=C(C=C(S1)C(=O)O)[N+](=O)[O-])Cl (5-[(3,5-dichloro-4-pyridyl)sulfanyl]-4-nitro-thiophene-2-carboxylic acid), COC=1C=C(C=CC1)CNC (1-(3-methoxyphenyl)-N-methyl-methanamine). Product: ClC=1C=NC=C(C1SC1=C(C=C(S1)C(=O)N(C)CC1=CC(=CC=C1)OC)[N+](=O)[O-])Cl (5-((3,5-dichloropyridin-4-yl)thio)-N-(3-methoxybenzyl)-N-methyl-4-nitrothiophene-2-carboxamide), solid. Isolated yield 38.0%. Reaction SMILES: [Cl:1][C:2]1[CH:3]=[N:4][CH:5]=[C:6]([Cl:20])[C:7]=1[S:8][C:9]1[S:13][C:12]([C:14]([OH:16])=O)=[CH:11][C:10]=1[N+:17]([O-:19])=[O:18].[CH3:21][O:22][C:23]1[CH:24]=[C:25]([CH2:29][NH:30][CH3:31])[CH:26]=[CH:27][CH:28]=1>>[Cl:20][C:6]1[CH:5]=[N:4][CH:3]=[C:2]([Cl:1])[C:7]=1[S:8][C:9]1[S:13][C:12]([C:14]([N:30]([CH2:29][C:25]2[CH:26]=[CH:27][CH:28]=[C:23]([O:22][CH3:21])[CH:24]=2)[CH3:31])=[O:16])=[CH:11][C:10]=1[N+:17]([O-:19])=[O:18]. Reported procedure: Prepared according to the procedure described for example 44 from 5-[(3,5-dichloro-4-pyridyl)sulfanyl]-4-nitro-thiophene-2-carboxylic acid (35 mg, 0.1 mmol) and 1-(3-methoxyphenyl)-N-methyl-methanamine (18.0 mg, 0.12 mmol). The title compound was obtained as a solid (18.5 mg, 38% yield). MS m/z: 484.01, 486.01 [M+H]+. Starting materials: OCC1CCOCC1 (4-hydroxymethyltetrahydropyran), C(CC(=O)C)(=O)OCC (ethyl acetoacetate), C1CO1 (ethylene oxide). Yields the product OCCC1CC(=O)OC1 (3-(2-hydroxyethyl)gamma-butyrolactone), O1CCC(CC1)C(=O)OCC (ethyl tetrahydropyran-4-carboxylate). Procedure: It is known that 4-hydroxymethyltetrahydropyran can be prepared in three steps: reaction of ethyl acetoacetate with ethylene oxide to form 3-(2-hydroxyethyl)gamma-butyrolactone (EP-A-246 581), rearrangement to ethyl tetrahydropyran-4-carboxylate (EP-A-284 969), and subsequent catalytic hydrogenation to form 4-hydroxymethyltetrahydropyran (DE-A-4 141 222). As a reaction SMILES: [OH:1][CH2:2][CH:3]1[CH2:8][CH2:7][O:6][CH2:5][CH2:4]1.[C:9]([O:15][CH2:16][CH3:17])(=[O:14])[CH2:10][C:11]([CH3:13])=[O:12].[CH2:18]1[O:20][CH2:19]1>>[OH:6][CH2:7][CH2:8][CH:3]1[CH2:2][O:1][C:5](=[O:12])[CH2:4]1.[O:20]1[CH2:19][CH2:18][CH:10]([C:9]([O:15][CH2:16][CH3:17])=[O:14])[CH2:11][CH2:13]1.